Task: describe an organic reaction: reactants, conditions, products, and yield. Dataset: the Open Reaction Database (ORD), a public repository of structured organic reaction records Starting materials: CCOC(=O)N=NC(=O)OCC, C1COCCO1, O=C1C=C(OCCCCCCO)c2ccccc2C1=O, N#Cc1ccc(O)cc1, c1ccc(P(c2ccccc2)c2ccccc2)cc1. The product is N#Cc1ccc(OCCCCCCOC2=CC(=O)C(=O)c3ccccc32)cc1. Reaction SMILES: [O:49]=[C:50]([O:51][CH2:52][CH3:53])[N:54]=[N:55][C:56]([O:57][CH2:58][CH3:59])=[O:60].[O:61]1[CH2:62][CH2:63][O:64][CH2:65][CH2:66]1.[OH:10][CH2:11][CH2:12][CH2:13][CH2:14][CH2:15][CH2:16][O:17][C:18]1=[CH:19][C:20](=[O:29])[C:21](=[O:28])[c:22]2[cH:23][cH:24][cH:25][cH:26][c:27]21.[OH:1][c:2]1[cH:3][cH:4][c:5]([C:8]#[N:9])[cH:6][cH:7]1.[c:30]1([P:31]([c:32]2[cH:33][cH:34][cH:35][cH:36][cH:37]2)[c:38]2[cH:39][cH:40][cH:41][cH:42][cH:43]2)[cH:44][cH:45][cH:46][cH:47][cH:48]1>>[O:1]([c:2]1[cH:3][cH:4][c:5]([C:8]#[N:9])[cH:6][cH:7]1)[CH2:11][CH2:12][CH2:13][CH2:14][CH2:15][CH2:16][O:17][C:18]1=[CH:19][C:20](=[O:29])[C:21](=[O:28])[c:22]2[cH:23][cH:24][cH:25][cH:26][c:27]21. The reactants are COC(=O)C(=O)N(Cc1cc(C)cc(C)c1)c1ccc(Br)cc1, O=C([O-])[O-], OB(O)c1ccc(OC(F)(F)F)cc1, [K+], [K+], C1COCCO1, O. Yields the product COC(=O)C(=O)N(Cc1cc(C)cc(C)c1)c1ccc(-c2ccc(OC(F)(F)F)cc2)cc1. Reaction SMILES: [Br:1][c:2]1[cH:3][cH:4][c:5]([N:8]([C:9]([C:10](=[O:11])[O:12][CH3:13])=[O:14])[CH2:15][c:16]2[cH:17][c:18]([CH3:23])[cH:19][c:20]([CH3:22])[cH:21]2)[cH:6][cH:7]1.[C:38](=[O:39])([O-:40])[O-:41].[F:24][C:25]([O:26][c:27]1[cH:28][cH:29][c:30]([B:33]([OH:34])[OH:35])[cH:31][cH:32]1)([F:36])[F:37].[K+:42].[K+:43].[O:44]1[CH2:45][CH2:46][O:47][CH2:48][CH2:49]1.[OH2:50]>>[c:2]1(-[c:30]2[cH:29][cH:28][c:27]([O:26][C:25]([F:24])([F:36])[F:37])[cH:32][cH:31]2)[cH:3][cH:4][c:5]([N:8]([C:9]([C:10](=[O:11])[O:12][CH3:13])=[O:14])[CH2:15][c:16]2[cH:17][c:18]([CH3:23])[cH:19][c:20]([CH3:22])[cH:21]2)[cH:6][cH:7]1. The reactants are ClC1=C2N=CN(C2=NC=N1)COCC[Si](C)(C)C (6-chloro-9-(2-trimethylsilanyl-ethoxymethyl)-9H-purine), ClC1=C2N=CN(C2=NC=N1)COCC[Si](C)(C)C (6-chloro-9-(2-trimethylsilanyl-ethoxymethyl)-9H-purine), [H-].[Na+] (sodium hydride), OC(C)C1=NC2=CC=CC(=C2C(N1C1=CC=CC=C1)=O)C (2-(1-hydroxy-ethyl)-5-methyl-3-phenyl-3H-quinazolin-4-one), [H-].[Na+] (sodium hydride). Run in C1CCOC1 (THF), C1CCOC1 (THF). Conditions: time 10 minute. Yields the product CC1=C2C(N(C(=NC2=CC=C1)C(C)OC1=C2N=CN(C2=NC=N1)COCC[Si](C)(C)C)C1=CC=CC=C1)=O (5-methyl-3-phenyl-2-{1-[9-(2-trimethylsilanyl-ethoxymethyl)-9H-purin-6-yloxy]-ethyl}-3H-quinazolin-4-one). Reaction SMILES: [OH:1][CH:2]([C:4]1[N:13]([C:14]2[CH:19]=[CH:18][CH:17]=[CH:16][CH:15]=2)[C:12](=[O:20])[C:11]2[C:6](=[CH:7][CH:8]=[CH:9][C:10]=2[CH3:21])[N:5]=1)[CH3:3].[H-].[Na+].Cl[C:25]1[N:33]=[CH:32][N:31]=[C:30]2[C:26]=1[N:27]=[CH:28][N:29]2[CH2:34][O:35][CH2:36][CH2:37][Si:38]([CH3:41])([CH3:40])[CH3:39]>C1COCC1>[CH3:21][C:10]1[CH:9]=[CH:8][CH:7]=[C:6]2[C:11]=1[C:12](=[O:20])[N:13]([C:14]1[CH:15]=[CH:16][CH:17]=[CH:18][CH:19]=1)[C:4]([CH:2]([O:1][C:25]1[N:33]=[CH:32][N:31]=[C:30]3[C:26]=1[N:27]=[CH:28][N:29]3[CH2:34][O:35][CH2:36][CH2:37][Si:38]([CH3:41])([CH3:40])[CH3:39])[CH3:3])=[N:5]2 |f:1.2|. Procedure details: A solution of compound 181 (0.069 g, 0.25 mmol) in THF (5 mL) was treated with sodium hydride (0.007 g, 0.27 mmol) and stirred for 10 min. A solution of intermediate compound 13 (0.077 g, 0.27 mmol) in THF (1 mL) was added to the reaction mixture. The flask originally containing the intermediate compound 13 was washed with additional THF (1 mL) and the washings were also added to the reaction mixture. The reaction was allowed to proceed, and additional sodium hydride (0.005 g, 0.21 mmol) was add... The reactants are COC1=CC=C(CO)C=C1 (4-methoxybenzyl alcohol), [Cl-].[Cl-].[Ca+2] (CaCl2), N1=CC=CC=C1 (pyridine), BrCC(=O)Br (bromoacetyl bromide). Run in C1(=CC=CC=C1)C (toluene), C1(=CC=CC=C1)C (toluene). Yields the product BrCC(=O)OCC1=CC=C(C=C1)OC (4-Methoxybenzyl 2-bromoacetate). Reaction SMILES: [Br:1][CH2:2][C:3](Br)=[O:4].[Cl-].[Cl-].[Ca+2].N1C=CC=CC=1.[CH3:15][O:16][C:17]1[CH:24]=[CH:23][C:20]([CH2:21][OH:22])=[CH:19][CH:18]=1>C1(C)C=CC=CC=1>[Br:1][CH2:2][C:3]([O:22][CH2:21][C:20]1[CH:23]=[CH:24][C:17]([O:16][CH3:15])=[CH:18][CH:19]=1)=[O:4] |f:1.2.3|. Reported procedure: 20.2 g (0.1 mol) of bromoacetyl bromide are dissolved in 100 ml of toluene, this solution is cooled to -10° C. (CaCl2 tube) and 8.7 g (0.11 mol) of pyridine are added dropwise at -10° C. Thereafter, 13.8 g (0.1 mol) of 4-methoxybenzyl alcohol, dissolved in 20 ml of toluene are added dropwise to this mixture in the course of 20 minutes at -10° C., and the mixture is allowed to react for 1 hour at this temperature.